describe an organic reaction: reactants, conditions, products, and yield From a dataset of the Open Reaction Database (ORD), a public repository of structured organic reaction records. The reactants are N (ammonia), COC=1C=C2C(N(C=NC2=CC1OCCOCCOC)COC(C(C)(C)C)=O)=O (6-methoxy-7-(2-(2-methoxyethoxy)ethoxy)-3-((pivaloyloxy)methyl)-3,4-dihydroquinazolin-4-one), N (ammonia). Run in C(C)O (ethanol), C(Cl)Cl (methylene chloride). Run at time 24 hour. Product: COC=1C=C2C(NC=NC2=CC1OCCOCCOC)=O (6-methoxy-7-(2-(2-methoxyethoxy)ethoxy)-3,4-dihydroquinazolin-4-one). Isolated yield 60.2%. As a reaction SMILES: N.[CH3:2][O:3][C:4]1[CH:5]=[C:6]2[C:11](=[CH:12][C:13]=1[O:14][CH2:15][CH2:16][O:17][CH2:18][CH2:19][O:20][CH3:21])[N:10]=[CH:9][N:8](COC(=O)C(C)(C)C)[C:7]2=[O:30]>C(O)C.C(Cl)Cl>[CH3:2][O:3][C:4]1[CH:5]=[C:6]2[C:11](=[CH:12][C:13]=1[O:14][CH2:15][CH2:16][O:17][CH2:18][CH2:19][O:20][CH3:21])[N:10]=[CH:9][NH:8][C:7]2=[O:30]. Procedure: Saturated methanolic ammonia (20 ml) was added to a solution of 6-methoxy-7-(2-(2-methoxyethoxy)ethoxy)-3-((pivaloyloxy)methyl)-3,4-dihydroquinazolin-4-one (2.26 g, 5.5 mmol) in a mixture of ethanol (40 ml) and methylene chloride (15 ml). The mixture was stirred for 24 hours at ambient temperature, and further methanolic ammonia (20 ml) was added. The mixture was stirred for a further 24 hours at ambient temperature and the volatiles were removed by evaporation. The residue was triturated with e... Starting materials: C1(=CC=CC=C1)C=1C=C(N2C1C=CC(C=C2)=O)N2CCNCC2 (1-phenyl-3-(1-piperazinyl)-7H-pyrrolo[1,2-a]azepin-7-one), BrCC1=CC=C(C=C1)C#N (α-bromo-p-toluonitrile). Reagents/catalysts: CN(C1=CC=NC=C1)C (4-dimethylaminopyridine). Run in C(Cl)(Cl)Cl (chloroform). The product is C(#N)C1=CC=C(CN2CCN(CC2)C2=CC(=C3N2C=CC(C=C3)=O)C3=CC=CC=C3)C=C1 (3-[4-(4-cyanobenzyl)-1-piperazinyl]-1-phenyl-7H-pyrrolo[1,2-a]azepin-7-one). Yield: 12.9%. RXN SMILES: [C:1]1([C:7]2[CH:8]=[C:9]([N:18]3[CH2:23][CH2:22][NH:21][CH2:20][CH2:19]3)[N:10]3[CH:16]=[CH:15][C:14](=[O:17])[CH:13]=[CH:12][C:11]=23)[CH:6]=[CH:5][CH:4]=[CH:3][CH:2]=1.Br[CH2:25][C:26]1[CH:31]=[CH:30][C:29]([C:32]#[N:33])=[CH:28][CH:27]=1>CN(C)C1C=CN=CC=1.C(Cl)(Cl)Cl>[C:32]([C:29]1[CH:30]=[CH:31][C:26]([CH2:25][N:21]2[CH2:20][CH2:19][N:18]([C:9]3[N:10]4[CH:16]=[CH:15][C:14](=[O:17])[CH:13]=[CH:12][C:11]4=[C:7]([C:1]4[CH:2]=[CH:3][CH:4]=[CH:5][CH:6]=4)[CH:8]=3)[CH2:23][CH2:22]2)=[CH:27][CH:28]=1)#[N:33]. Procedure: By working as in Example 2, but starting with 1-phenyl-3-(1-piperazinyl)-7H-pyrrolo[1,2-a]azepin-7-one (3.05 g), α-bromo-p-toluonitrile (2.35 g) and 4-dimethylaminopyridine (1.48 g) in solution in chloroform (80 cc), 3-[4-(4-cyanobenzyl)-1-piperazinyl]-1-phenyl-7H-pyrrolo[1,2-a]azepin-7-one (0.54 g), m.p. 196° C., is obtained after recrystallization in ethanol (25 cc). The reactants are CCOC(C)=O, [H-], CC1(C)Oc2ccc([N+](=O)[O-])cc2C(n2ccccc2=O)C1(O)CNC(=O)C(F)(F)F, [Na+], C1CCOC1, O. Yields the product CC1(C)Oc2ccc([N+](=O)[O-])cc2C(n2ccccc2=O)=C1CNC(=O)C(F)(F)F. As a reaction SMILES: [CH3:35][CH2:36][O:37][C:38](=[O:39])[CH3:40].[H-:32].[N+:1](=[O:2])([O-:3])[c:4]1[cH:5][cH:6][c:7]2[c:8]([cH:31]1)[CH:9]([n:24]1[c:25](=[O:30])[cH:26][cH:27][cH:28][cH:29]1)[C:10]([CH2:15][NH:16][C:17]([C:18]([F:19])([F:20])[F:21])=[O:22])([OH:23])[C:11]([CH3:13])([CH3:14])[O:12]2.[Na+:33].[O:41]1[CH2:42][CH2:43][CH2:44][CH2:45]1.[OH2:34]>>[N+:1](=[O:2])([O-:3])[c:4]1[cH:5][cH:6][c:7]2[c:8]([cH:31]1)[C:9]([n:24]1[c:25](=[O:30])[cH:26][cH:27][cH:28][cH:29]1)=[C:10]([CH2:15][NH:16][C:17]([C:18]([F:19])([F:20])[F:21])=[O:22])[C:11]([CH3:13])([CH3:14])[O:12]2. Reactants: N1CCC=2C1=CC=1C=CNC1C2 (1,2,3,5-tetrahydro-pyrrolo[2,3-f]indole), ClC1=NC=NC2=CC(=C(C=C12)OC)OC (4-chloro-6,7-dimethoxy-quinazoline), Cl (HCl). The solvent is CN(C)C=O (DMF). The product is COC=1C=C2C(=NC=NC2=CC1OC)N1CCC=2C1=CC=1C=CNC1C2 (1-(6,7-Dimethoxy-quinazolin-4-yl)-1,2,3,5-tetrahydro-pyrrolo[2,3-f]indole). The yield is 67.0%. As a reaction SMILES: Cl.[NH:2]1[C:6]2=[CH:7][C:8]3[CH:9]=[CH:10][NH:11][C:12]=3[CH:13]=[C:5]2[CH2:4][CH2:3]1.Cl[C:15]1[C:24]2[C:19](=[CH:20][C:21]([O:27][CH3:28])=[C:22]([O:25][CH3:26])[CH:23]=2)[N:18]=[CH:17][N:16]=1>CN(C=O)C>[CH3:26][O:25][C:22]1[CH:23]=[C:24]2[C:19](=[CH:20][C:21]=1[O:27][CH3:28])[N:18]=[CH:17][N:16]=[C:15]2[N:11]1[C:12]2=[CH:13][C:5]3[CH:4]=[CH:3][NH:2][C:6]=3[CH:7]=[C:8]2[CH2:9][CH2:10]1. Reported procedure: Utilizing a procedure analogous to that described in Example 24 (with conversion to its HCl salt using a procedure analogous to that described in Example 2), this product was prepared in 67% yield from 1,2,3,5-tetrahydro-pyrrolo[2,3-f]indole (1.1 eq.), and 4-chloro-6,7-dimethoxy-quinazoline (1.0 eq) in DMF. (M.P. 245°-252° C.; LC-MS: 347 (MH+); RP18-HPLC RT: 3.67 min) Reactants: C(C)[SiH](CC)CC (triethylsilane), C(C1=CC=CC=C1)OC1=C(C=C(C=C1)N1C(=C(C2=CC=CC=C12)C=NO)C)F (1-(4-benzyloxy-3-fluorophenyl)-2-methyl-1H-indole-3-carbaldehyde oxime), [F-].C(CCC)[N+](CCCC)(CCCC)CCCC (tetrabutyl ammonium fluoride), [Cl-].[NH4+] (ammonium chloride). Reagents/catalysts: CC(=O)[O-].CC(=O)[O-].[Pd+2] (Pd(OAc)2). The solvent is ClCCl (dichloromethane), C(C)N(CC)CC (triethylamine), ClCCl (dichloromethane), C(C)(=O)OCC.O (ethyl acetate water), C(C)(=O)OCC (Ethyl acetate), O1CCCC1 (tetrahydrofuran). Reaction conditions: time 15 minute. Product: FC=1C=C(C=CC1O)N1C(=C(C2=CC=CC=C12)C=NO)C (1-(3-Fluoro-4-hydroxyphenyl)-2-methyl-1H-indole-3-carbaldehyde oxime). The yield is 55.3%. Reaction SMILES: C([SiH](CC)CC)C.C([O:15][C:16]1[CH:21]=[CH:20][C:19]([N:22]2[C:30]3[C:25](=[CH:26][CH:27]=[CH:28][CH:29]=3)[C:24]([CH:31]=[N:32][OH:33])=[C:23]2[CH3:34])=[CH:18][C:17]=1[F:35])C1C=CC=CC=1.[Cl-].[NH4+].[F-].C([N+](CCCC)(CCCC)CCCC)CCC>ClCCl.O1CCCC1.C(OCC)(=O)C.O.CC([O-])=O.CC([O-])=O.[Pd+2].C(OCC)(=O)C.C(N(CC)CC)C>[F:35][C:17]1[CH:18]=[C:19]([N:22]2[C:30]3[C:25](=[CH:26][CH:27]=[CH:28][CH:29]=3)[C:24]([CH:31]=[N:32][OH:33])=[C:23]2[CH3:34])[CH:20]=[CH:21][C:16]=1[OH:15] |f:2.3,4.5,8.9,10.11.12|. Procedure details: To a stirred solution of dichloromethane (10 mL), Pd(OAc)2 (50 mg, 0.2 mmol), and triethylsilane (3 mL) was added triethylamine (1.5 mL), and the mixture was stirred at ambient temperature for 15 min. To the mixture was added 1-(4-benzyloxy-3-fluorophenyl)-2-methyl-1H-indole-3-carbaldehyde oxime (0.52 g, 1.4 mmol) in dichloromethane (15 mL), and stirring was continued for 4 hr. Ethyl acetate (25 mL) and ammonium chloride (25 mL of 10% solution) were added and the product extracted into ethyl ace...